This data is from the Open Reaction Database (ORD), a public repository of structured organic reaction records. The task is: describe an organic reaction: reactants, conditions, products, and yield Reactants: 118g, C(CCCCCO)O (1,6-hexanediol), 332g, CC12C(=O)OC(C1CCC=C2)=O (methyltetrahydrophthalic anhydride). Conditions: time 2 hour. Yields the product CC1(C(=O)O)C(C(=O)O)CCC=C1.C(CCCCCO)O (methyltetrahydrophthalic acid 1,6-hexanediol), 238. Reaction SMILES: [CH2:1]([OH:8])[CH2:2][CH2:3][CH2:4][CH2:5][CH2:6][OH:7].[CH3:9][C:10]12[CH:19]=[CH:18][CH2:17][CH2:16][CH:15]1[C:14](=[O:20])[O:13][C:11]2=[O:12]>>[CH3:9][C:10]1([CH:19]=[CH:18][CH2:17][CH2:16][CH:15]1[C:14]([OH:13])=[O:20])[C:11]([OH:7])=[O:12].[CH2:1]([OH:8])[CH2:2][CH2:3][CH2:4][CH2:5][CH2:6][OH:7] |f:2.3|. Procedure details: The same type of separable flask as used in Example 29 was charged with 118g (1 mol) of 1,6-hexanediol and 332g (2 mols) of methyltetrahydrophthalic anhydride. Addition reaction was carried out 2 hours at 140° to 170° C, providing 442g of 2:1 adduct of methyltetrahydrophthalic acid-1,6-hexanediol having an acid value of 238. Starting materials: Cl (hydrochloric acid), O.O.Cl[Sn]Cl (SnCl2.2H2O), [N+](=O)([O-])C1=C(CN2CCN(CC2)C(=S)SC)C=CC=C1 (methyl 4-(2-nitrobenzyl)-1-piperazinecarbodithioate). Solvent: C(C)O (ethanol), C(C)O (ethanol). Reaction conditions: time 2 hour. Product: NC1=C(CN2CCN(CC2)C(=S)SC)C=CC=C1 (Methyl 4-(2-aminobenzyl)-1-piperazinecarbodithioate). The yield is 77.5%. RXN SMILES: Cl.[N+:2]([C:5]1[CH:21]=[CH:20][CH:19]=[CH:18][C:6]=1[CH2:7][N:8]1[CH2:13][CH2:12][N:11]([C:14]([S:16][CH3:17])=[S:15])[CH2:10][CH2:9]1)([O-])=O.O.O.Cl[Sn]Cl>C(O)C>[NH2:2][C:5]1[CH:21]=[CH:20][CH:19]=[CH:18][C:6]=1[CH2:7][N:8]1[CH2:13][CH2:12][N:11]([C:14]([S:16][CH3:17])=[S:15])[CH2:10][CH2:9]1 |f:2.3.4|. Reported procedure: To a mixture of 4 ml of conc. hydrochloric acid and 4 ml of ethanol was added 622 mg (2.0 mmol.) of methyl 4-(2-nitrobenzyl)-1-piperazinecarbodithioate. The mixture was chilled with ice, and then to this chilled mixture was dropwise added under stirring a solution of 2.7 g (12 mmol.) of SnCl2.2H2O in 5 ml of ethanol for 15 min. After the addition was complete, the mixture was further stirred at room temperature for 2 hours. Ethanol was distilled off under reduced pressure, and to the residue wer... As a reaction SMILES: [CH2:1]([C:3]1[CH:28]=[CH:27][CH:26]=[CH:25][C:4]=1[NH:5][CH:6]=[C:7]1[C:11](=[O:12])[N:10]([C:13]2[CH:21]=[CH:20][C:16]([C:17](O)=[O:18])=[CH:15][CH:14]=2)[N:9]=[C:8]1[CH2:22][CH2:23][CH3:24])[CH3:2].[NH3:29]>>[CH2:1]([C:3]1[CH:28]=[CH:27][CH:26]=[CH:25][C:4]=1[NH:5][CH:6]=[C:7]1[C:11](=[O:12])[N:10]([C:13]2[CH:21]=[CH:20][C:16]([C:17]([NH2:29])=[O:18])=[CH:15][CH:14]=2)[N:9]=[C:8]1[CH2:22][CH2:23][CH3:24])[CH3:2]. Reported procedure: From the reaction of 4-(4-(2-ethylaniIinomethylene)-4,5-dihydro-5-oxo-3-propyl-1H-pyrazol-1-yl)-benzoic acid and diluted ammonia solution, 4-(4-(2-ethylanilinomethylene)-4,5-dihydro-5-oxo-3-propyl-1H-pyrazol-1-yl)-benzamide is obtained, Mp 170° C. Reactants: C(C)C1=C(NC=C2C(=NN(C2=O)C2=CC=C(C(=O)O)C=C2)CCC)C=CC=C1 (4-(4-(2-ethylaniIinomethylene)-4,5-dihydro-5-oxo-3-propyl-1H-pyrazol-1-yl)-benzoic acid), N (ammonia). Yields the product C(C)C1=C(NC=C2C(=NN(C2=O)C2=CC=C(C(=O)N)C=C2)CCC)C=CC=C1 (4-(4-(2-ethylanilinomethylene)-4,5-dihydro-5-oxo-3-propyl-1H-pyrazol-1-yl)-benzamide). Reactants: ClCCl, COc1ccc(C(=O)Nc2c(C(=O)O)[nH]c3ccccc23)cc1, COc1ccc(N)cc1, CCN=C=NCCCN(C)C, CN(C)c1ccncc1, Cl. The product is COc1ccc(NC(=O)c2[nH]c3ccccc3c2NC(=O)c2ccc(OC)cc2)cc1. RXN SMILES: [CH2:45]([Cl:46])[Cl:47].[CH3:10][O:11][c:12]1[cH:13][cH:14][c:15]([C:16](=[O:17])[NH:18][c:19]2[c:20]([C:28](=[O:29])[OH:30])[nH:21][c:22]3[cH:23][cH:24][cH:25][cH:26][c:27]23)[cH:31][cH:32]1.[CH3:1][O:2][c:3]1[cH:4][cH:5][c:6]([NH2:9])[cH:7][cH:8]1.[CH3:34][N:35]([CH3:36])[CH2:37][CH2:38][CH2:39][N:40]=[C:41]=[N:42][CH2:43][CH3:44].[CH3:48][N:49]([CH3:50])[c:51]1[cH:52][cH:53][n:54][cH:55][cH:56]1.[ClH:33]>>[CH3:1][O:2][c:3]1[cH:4][cH:5][c:6]([NH:9][C:28]([c:20]2[c:19]([NH:18][C:16]([c:15]3[cH:14][cH:13][c:12]([O:11][CH3:10])[cH:32][cH:31]3)=[O:17])[c:27]3[c:22]([nH:21]2)[cH:23][cH:24][cH:25][cH:26]3)=[O:29])[cH:7][cH:8]1. Conditions: time 6 hour. Reactants: ClC1=NC=NC(=C1)Cl (4,6-dichloropyrimidine), C1(CCCCC1)N (cyclohexylamine), CCN(C(C)C)C(C)C (DIPEA), CC(C)O (i-PrOH). Yield: 63.0%. Reaction SMILES: Cl[C:2]1[CH:7]=[C:6](Cl)[N:5]=[CH:4][N:3]=1.[CH:9]1([NH2:15])[CH2:14][CH2:13][CH2:12][CH2:11][CH2:10]1.[CH3:16][CH2:17][N:18](C(C)C)C(C)C.CC([OH:28])C>>[CH:9]1([NH:15][C:6]2[N:5]=[CH:4][N:3]=[C:2]([NH:18][CH2:17][CH2:16][OH:28])[CH:7]=2)[CH2:14][CH2:13][CH2:12][CH2:11][CH2:10]1. Procedure: 250 mg of 4,6-dichloropyrimidine, 117 mg of cyclohexylamine and 261 mg of DIPEA were dissolved in 1 mL of i-PrOH and the mixture obtained was charged into a screw cap vial and the vial obtained was kept in a heating block at 90° C. for 6 hours. The reaction was monitored by TLC and was completed after 6 hours. The mixture obtained was cooled to r.t., solvent was evaporated and the evaporation residue was redissoved in 1 mL of n-BuOH and taken in a microwave vial. To the mixture in the vial 113 m... Product: C1(CCCCC1)NC1=CC(=NC=N1)NCCO (2-(6-(Cyclohexylamino)pyrimidin-4-ylamino)ethan-1-ol). The reactants are S1(NCC(C2=C1SC=C2)O)(=O)=O (3,4-Dihydro-2H-thieno[3,2-e]-1,2-thiazine-4-ol 1,1-dioxide), [H-].[Na+] (sodium hydride), C(C)OCCCBr (3-bromopropyl ethyl ether). Solvent: O (water), CN(C)C=O (DMF). Run at time 45 minute. The product is C(C)OCCCN1S(C2=C(C(C1)O)C=CS2)(=O)=O (2-(3-Ethoxypropyl)-3,4-dihydro-2H-thieno[3,2-e]-1,2-thiazine-4-ol 1,1-dioxide). The yield is 71.0%. As a reaction SMILES: [S:1]1(=[O:12])(=[O:11])[C:6]2[S:7][CH:8]=[CH:9][C:5]=2[CH:4]([OH:10])[CH2:3][NH:2]1.[H-].[Na+].[CH2:15]([O:17][CH2:18][CH2:19][CH2:20]Br)[CH3:16]>CN(C=O)C.O>[CH2:15]([O:17][CH2:18][CH2:19][CH2:20][N:2]1[CH2:3][CH:4]([OH:10])[C:5]2[CH:9]=[CH:8][S:7][C:6]=2[S:1]1(=[O:12])=[O:11])[CH3:16] |f:1.2|. Procedure details: A solution of the product from Example 1, Step C (13.0 g, 63.3 mmol) in DMF (50 mL) was added to a suspension of sodium hydride (2.5 g of a 60% slurry in mineral oil, washed with hexane, 63.3 mmol) in DMF (300 mL) at 0° C. After stirring for 45 min, the product from Step A (10.6 g, 63.3 mmol) was added and the mixture was stirred for 18 hr, during this time the temperature slowly increased to room temperature. The reaction mixture was diluted with cold water (300 mL) and extracted with ethyl ace...